This data is from the Open Reaction Database (ORD), a public repository of structured organic reaction records. The task is: describe an organic reaction: reactants, conditions, products, and yield Starting materials: BrCCCC (1-bromobutane), C([O-])([O-])=O.[K+].[K+] (potassium carbonate), OC1=C(C=C(C=C1)C=1CCC(NN1)=O)OC (6-(4-hydroxy-3-methoxyphenyl)-4,5-dihydro-3[2H]pyridazinone). Run in CC(=O)C (acetone). The product is C(CCC)OC1=C(C=C(C=C1)C=1C=CC(NN1)=O)OC (6-(4-n-Butoxy-3-methoxyphenyl)-3[2H]pyridazinone). RXN SMILES: [OH:1][C:2]1[CH:7]=[CH:6][C:5]([C:8]2[CH2:9][CH2:10][C:11](=[O:14])[NH:12][N:13]=2)=[CH:4][C:3]=1[O:15][CH3:16].Br[CH2:18][CH2:19][CH2:20][CH3:21].C(=O)([O-])[O-].[K+].[K+]>CC(C)=O>[CH2:18]([O:1][C:2]1[CH:7]=[CH:6][C:5]([C:8]2[CH:9]=[CH:10][C:11](=[O:14])[NH:12][N:13]=2)=[CH:4][C:3]=1[O:15][CH3:16])[CH2:19][CH2:20][CH3:21] |f:2.3.4|. Procedure details: 11.0 g of 6-(4-hydroxy-3-methoxyphenyl)-4,5-dihydro-3[2H]pyridazinone are heated under reflux together with 8.2 g of 1-bromobutane and 8.3 g of potassium carbonate in 150 ml of anhydrous acetone for 20 hours. Thereafter, the starting compound can no longer be detected by thin-layer chromatography. The suspension is filtered hot, the filter cake is washed out with hot acetone and the filtrates are combined and evaporated in vacuo. The semi-solid residue [6-(4-n-butoxy-3-methoxyphenyl)4,5-dihydro-... Reactants: COc1ccc(Br)cc1, COc1ccccc1Br, C=CC(=O)OCC(CC)CCCC, [Na+], [Na+], O=C([O-])[O-], CC(=O)[O-], CC(=O)[O-], [Pd+2], c1ccc(P(c2ccccc2)c2ccccc2)cc1. Product: CCCCC(CC)COC(=O)C=Cc1ccc(OC)cc1. As a reaction SMILES: [Br:1][c:2]1[cH:3][cH:4][c:5]([O:8][CH3:9])[cH:6][cH:7]1.[Br:48][c:49]1[cH:50][cH:51][cH:52][cH:53][c:54]1[O:55][CH3:56].[C:10]([CH:11]=[CH2:12])(=[O:13])[O:14][CH2:15][CH:16]([CH2:17][CH2:18][CH2:19][CH3:20])[CH2:21][CH3:22].[Na+:23].[Na+:24].[O-:25][C:26](=[O:27])[O-:28].[O-:58][C:59]([CH3:60])=[O:61].[O-:62][C:63]([CH3:64])=[O:65].[Pd+2:57].[c:29]1([P:30]([c:31]2[cH:32][cH:33][cH:34][cH:35][cH:36]2)[c:37]2[cH:38][cH:39][cH:40][cH:41][cH:42]2)[cH:43][cH:44][cH:45][cH:46][cH:47]1>>[c:2]1([CH:12]=[CH:11][C:10](=[O:13])[O:14][CH2:15][CH:16]([CH2:17][CH2:18][CH2:19][CH3:20])[CH2:21][CH3:22])[cH:3][cH:4][c:5]([O:8][CH3:9])[cH:6][cH:7]1. Reactants: C(C)O (ethanol), BrC=1C=CC(=C(C1)[N+](=O)[O-])F (5-bromo-2-fluoronitrobenzene), C([O-])([O-])=O.[Na+].[Na+] (sodium carbonate), C(C)OC=1C=C(C=CC1)B(O)O (3-ethoxyphenylboronic acid). The reagents and catalysts are C=1C=CC(=CC1)[P](C=2C=CC=CC2)(C=3C=CC=CC3)[Pd]([P](C=4C=CC=CC4)(C=5C=CC=CC5)C=6C=CC=CC6)([P](C=7C=CC=CC7)(C=8C=CC=CC8)C=9C=CC=CC9)[P](C=1C=CC=CC1)(C=1C=CC=CC1)C=1C=CC=CC1 (Tetrakis(triphenylphosphine)palladium). Run in C1(=CC=CC=C1)C (toluene). Product: FC1=C(C=C(C=C1)C1=CC(=CC=C1)OCC)[N+](=O)[O-] (4-fluoro-3′-ethoxy-3-nitrobiphenyl). Isolated yield 90.0%. As a reaction SMILES: [CH2:1]([O:3][C:4]1[CH:5]=[C:6](B(O)O)[CH:7]=[CH:8][CH:9]=1)[CH3:2].Br[C:14]1[CH:15]=[CH:16][C:17]([F:23])=[C:18]([N+:20]([O-:22])=[O:21])[CH:19]=1.C(=O)([O-])[O-].[Na+].[Na+].C(O)C>C1(C)C=CC=CC=1.C1C=CC([P]([Pd]([P](C2C=CC=CC=2)(C2C=CC=CC=2)C2C=CC=CC=2)([P](C2C=CC=CC=2)(C2C=CC=CC=2)C2C=CC=CC=2)[P](C2C=CC=CC=2)(C2C=CC=CC=2)C2C=CC=CC=2)(C2C=CC=CC=2)C2C=CC=CC=2)=CC=1>[F:23][C:17]1[CH:16]=[CH:15][C:14]([C:6]2[CH:7]=[CH:8][CH:9]=[C:4]([O:3][CH2:1][CH3:2])[CH:5]=2)=[CH:19][C:18]=1[N+:20]([O-:22])=[O:21] |f:2.3.4,^1:43,45,64,83|. Procedure: Tetrakis(triphenylphosphine)palladium (0.8 g) was added to a mixture of 4.2 g of 3-ethoxyphenylboronic acid, 5.0 g of. 5-bromo-2-fluoronitrobenzene and 22 mL of 2 M sodium carbonate solution in 50 mL of toluene and 50′mL of ethanol. The mixture was refluxed for 2 hours, concentrated, water was added and the mixture was extracted twice with ethyl acetate. The ethyl acetate layer was washed with water and brine, then dried, and concentrated. The residue was chromatographed on silica gel (5% ethyl ... Reactants: C(C)(=O)C1=CC=C(C=C1)C1=CC(=CC=C1)C1CC(=NN1C1=C(C=CC=C1)Cl)C(C(F)(F)F)(F)F (5-(4′-Acetyl-biphenyl-3-yl)-1-(2-chloro-phenyl)-3-pentafluoroethyl-4,5-dihydro-1H-pyrazole), [BH4-].[Na+] (sodium borohydride). The solvent is CO (methanol). Run at time 3 hour. Yields the product ClC1=C(C=CC=C1)N1N=C(CC1C=1C=C(C=CC1)C1=CC=C(C=C1)C(C)O)C(C(F)(F)F)(F)F (1-(2-chloro-phenyl)-5-[4′-(1-hydroxy-ethyl)-biphenyl-3-yl]-3-pentafluoroethyl-4,5-dihydro-1H-pyrazole). The yield is 85.9%. Reaction SMILES: [C:1]([C:4]1[CH:9]=[CH:8][C:7]([C:10]2[CH:15]=[CH:14][CH:13]=[C:12]([CH:16]3[N:20]([C:21]4[CH:26]=[CH:25][CH:24]=[CH:23][C:22]=4[Cl:27])[N:19]=[C:18]([C:28]([F:34])([F:33])[C:29]([F:32])([F:31])[F:30])[CH2:17]3)[CH:11]=2)=[CH:6][CH:5]=1)(=[O:3])[CH3:2].[BH4-].[Na+]>CO>[Cl:27][C:22]1[CH:23]=[CH:24][CH:25]=[CH:26][C:21]=1[N:20]1[CH:16]([C:12]2[CH:11]=[C:10]([C:7]3[CH:8]=[CH:9][C:4]([CH:1]([OH:3])[CH3:2])=[CH:5][CH:6]=3)[CH:15]=[CH:14][CH:13]=2)[CH2:17][C:18]([C:28]([F:34])([F:33])[C:29]([F:30])([F:31])[F:32])=[N:19]1 |f:1.2|. Procedure details: 5-(4′-Acetyl-biphenyl-3-yl)-1-(2-chloro-phenyl)-3-pentafluoroethyl-4,5-dihydro-1H-pyrazole (18.0 mg, 0.04 mmol) prepared in Example 107 and sodium borohydride (2.0 mg, 0.06 mmol) were added at 0° C. to methanol (2.0 mL). The reaction mixture was stirred at room temperature for 3 hours, quenched with distilled water, and then extracted with ethyl acetate three times. The combined extract was washed with brine, dried on anhydrous magnesium sulfate, and then concentrated under reduced pressure to g...